This data is from the Open Reaction Database (ORD), a public repository of structured organic reaction records. The task is: describe an organic reaction: reactants, conditions, products, and yield The reactants are NC1=C(N)C=CC=C1 (2-aminoaniline), NCC(=O)O (glycine). Run in Cl (hydrochloric acid). Reaction conditions: time 24 hour. Product: NCC=1NC2=C(N1)C=CC=C2 (2-aminomethylbenzimidazole). Isolated yield 59.8%. Reaction SMILES: [NH2:1][C:2]1[CH:8]=[CH:7][CH:6]=[CH:5][C:3]=1[NH2:4].[NH2:9][CH2:10][C:11](O)=O>Cl>[NH2:9][CH2:10][C:11]1[NH:1][C:2]2[CH:8]=[CH:7][CH:6]=[CH:5][C:3]=2[N:4]=1. Reported procedure: A solution of 2-aminoaniline (27 g, 0.25 mol), glycine (27.7 g, 0.37 mol) and 250 ml of 5.5M hydrochloric acid is refluxed for 30 hours and then stored in a refrigerator for 24 hours. The precipitate formed is filtered off with suction and then taken up in 400 ml of methanol and treated with carbon black. The mixture is filtered and the solvent is removed to give 22 g (49%) of a white solid. Starting materials: COC(=O)C=1C=C(C(=CC1)C#N)C1=CC=CC=C1 (6-Cyano-biphenyl-3-carboxylic acid methyl ester), [Li+].[BH4-] (LiBH4). Solvent: C1CCOC1 (THF), C1CCOC1 (THF). Reaction conditions: temperature 70 celsius. Yields the product OCC1=CC=C(C(=C1)C1=CC=CC=C1)C#N (5-Hydroxymethyl-biphenyl-2-carbonitrile). Reaction SMILES: C[O:2][C:3]([C:5]1[CH:6]=[C:7]([C:13]2[CH:18]=[CH:17][CH:16]=[CH:15][CH:14]=2)[C:8]([C:11]#[N:12])=[CH:9][CH:10]=1)=O.[Li+].[BH4-]>C1COCC1>[OH:2][CH2:3][C:5]1[CH:6]=[C:7]([C:13]2[CH:18]=[CH:17][CH:16]=[CH:15][CH:14]=2)[C:8]([C:11]#[N:12])=[CH:9][CH:10]=1 |f:1.2|. Procedure details: 6-Cyano-biphenyl-3-carboxylic acid methyl ester from step 2 (1.4 g, 5.9 mmol) was dissolved in THF (24 ml). LiBH4 in THF (2M, 5.9 ml, 11.8 mmol) was added. The reaction mixture was heated to 70° C. for 3 hours. The reaction mixture was quenched carefully with 3N HCl and then extracted with EtOAc (3×20 mL). The organic layers were combined, washed with brine, dried (MgSO4), filtered and concentrated to yield the desired product. FAB MS: 210 m/z (M+ +H)